Dataset: the Open Reaction Database (ORD), a public repository of structured organic reaction records. Task: describe an organic reaction: reactants, conditions, products, and yield Starting materials: CC(=O)O[BH-](OC(C)=O)OC(C)=O, O=C([O-])O, C1CCNCC1, CC(Cl)Cl, ClCCl, [Na+], [Na+], O=Cc1cccs1. Yields the product c1csc(CN2CCCCC2)c1. RXN SMILES: [C:14]([O:15][BH-:16]([O:17][C:18](=[O:19])[CH3:20])[O:21][C:22](=[O:23])[CH3:24])(=[O:25])[CH3:26].[C:35](=[O:36])([OH:37])[O-:38].[CH2:8]1[CH2:9][CH2:10][NH:11][CH2:12][CH2:13]1.[Cl:28][CH:29]([Cl:30])[CH3:31].[Cl:32][CH2:33][Cl:34].[Na+:27].[Na+:39].[s:1]1[c:2]([CH:6]=[O:7])[cH:3][cH:4][cH:5]1>>[s:1]1[c:2]([CH2:6][N:11]2[CH2:10][CH2:9][CH2:8][CH2:13][CH2:12]2)[cH:3][cH:4][cH:5]1. Reactants: CN1C(N(C(C1)C(=O)OC)C)=O (Methyl 1,3-dimethyl-2-oxo-4-imidazolidinecarboxylate), CC(C)(C)OC(=O)N1CCC(CC1)N1C(N(C(C1)C(=O)O)C)=O (1-(1-{[(1,1-dimethylethyl)oxy]carbonyl}-4-piperidinyl)-3-methyl-2-oxo-4-imidazolidinecarboxylic acid), O.ON1N=NC2=C1C=CC=C2 (1-hydroxybenzotriazole hydrate), Cl.C(C)N=C=NCCCN(C)C (1-ethyl-3-(3-dimethylaminopropyl)carbodiimide hydrochloride), C(C)N1CCOCC1 (N-ethyl morpholine), ClC1=C(C=CC=C1C(F)(F)F)CN ({[2-chloro-3-(trifluoromethyl)phenyl]methyl}amine). Run in ClCCl (dichloromethane), ClCCl (dichloromethane). Conditions: time 15 minute. Product: ClC1=C(C=CC=C1C(F)(F)F)CNC(=O)C1N(C(N(C1)C1CCN(CC1)C(=O)OC(C)(C)C)=O)C (1,1-dimethylethyl 4-{4-[({[2-chloro-3-(trifluoromethyl)phenyl]methyl}amino)carbonyl]-3-methyl-2-oxo-1-imidazolidinyl}-1-piperidinecarboxylate). The yield is 85.1%. RXN SMILES: CN1CC(C(OC)=O)N(C)C1=O.[CH3:13][C:14]([O:17][C:18]([N:20]1[CH2:25][CH2:24][CH:23]([N:26]2[CH2:30][CH:29]([C:31](O)=[O:32])[N:28]([CH3:34])[C:27]2=[O:35])[CH2:22][CH2:21]1)=[O:19])([CH3:16])[CH3:15].O.ON1C2C=CC=CC=2N=N1.Cl.C(N=C=NCCCN(C)C)C.C(N1CCOCC1)C.[Cl:67][C:68]1[C:73]([C:74]([F:77])([F:76])[F:75])=[CH:72][CH:71]=[CH:70][C:69]=1[CH2:78][NH2:79]>ClCCl>[Cl:67][C:68]1[C:73]([C:74]([F:76])([F:77])[F:75])=[CH:72][CH:71]=[CH:70][C:69]=1[CH2:78][NH:79][C:31]([CH:29]1[CH2:30][N:26]([CH:23]2[CH2:24][CH2:25][N:20]([C:18]([O:17][C:14]([CH3:16])([CH3:15])[CH3:13])=[O:19])[CH2:21][CH2:22]2)[C:27](=[O:35])[N:28]1[CH3:34])=[O:32] |f:2.3,4.5|. Reported procedure: A solution of 1,1-dimethylethyl 4-oxo-1-piperidinecarboxylate (3.0 g, 15 mmol) in THF (45 ml) was stirred at −78° C. under argon. Lithium hexamethyldisilazide (15 ml, 15 mmol, 1M solution in THF) was added dropwise and the reaction was stirred at −78° C. for 1 hour. A solution of 1,1,1-trifluoro-N-phenyl-N-[(trifluoromethyl)sulfonyl]methanesulfonamide (6.43 g, 18 mmol) in THF (12 ml) was added dropwise. The reaction was allowed to warm to room temperature over 2 hours. The reaction was quenched ... Starting materials: Cl.C(#N)C1=CC=C(C=C1)NN (4-cyanophenylhydrazine hydrochloride), C(C1=CC=CC=C1)OC(NC1CCC(CC1)=O)=O ((4-oxo-cyclohexyl)-carbamic acid benzyl ester). Solvent: C(C)(=O)O (acetic acid). Yields the product C(C1=CC=CC=C1)OC(NC1CCC=2NC3=CC=C(C=C3C2C1)C#N)=O ((6-Cyano-2,3,4,9-tetrahydro-1H-carbazol-3-yl)-carbamic acid benzyl ester). The yield is 69.3%. Reaction SMILES: Cl.[C:2]([C:4]1[CH:9]=[CH:8][C:7]([NH:10]N)=[CH:6][CH:5]=1)#[N:3].[CH2:12]([O:19][C:20](=[O:29])[NH:21][CH:22]1[CH2:27][CH2:26][C:25](=O)[CH2:24][CH2:23]1)[C:13]1[CH:18]=[CH:17][CH:16]=[CH:15][CH:14]=1>C(O)(=O)C>[CH2:12]([O:19][C:20](=[O:29])[NH:21][CH:22]1[CH2:23][C:24]2[C:8]3[C:7](=[CH:6][CH:5]=[C:4]([C:2]#[N:3])[CH:9]=3)[NH:10][C:25]=2[CH2:26][CH2:27]1)[C:13]1[CH:18]=[CH:17][CH:16]=[CH:15][CH:14]=1 |f:0.1|. Procedure details: Combine 4-cyanophenylhydrazine hydrochloride (27.4 g, 162 mmol) and (4-oxo-cyclohexyl)-carbamic acid benzyl ester (Preparation 42) (40.0 g, 162 mmol) in acetic acid (800 mL). Heat the reaction to 90° C. overnight, then cool to room temperature and concentrate under reduced pressure. Triturate the residue in dichloromethane and discard the filter cake. Concentrate the filtrate under reduced pressure. Purify the resulting residue by flash chromatography (silica gel, 9:1 chloroform:acetone). Recrys... Starting materials: C(=O)(O)[O-].[Na+] (NaHCO3), ClCCOC1=C2C=CNC2=CC=C1 (4-(2-chloroethoxy)-1H-indole), [H-].[Na+] (sodium hydride), C1(=CC=CC=C1)S(=O)(=O)Cl (benzenesulfonyl chloride). Run in CCOC(=O)C (EtOAc), O1CCCC1 (tetrahydrofuran). Conditions: time 30 minute. Product: ClCCOC1=C2C=CN(C2=CC=C1)S(=O)(=O)C1=CC=CC=C1 (4-(2-Chloroethoxy)-1-(phenylsulfonyl)-1H-Indole). As a reaction SMILES: [Cl:1][CH2:2][CH2:3][O:4][C:5]1[CH:13]=[CH:12][CH:11]=[C:10]2[C:6]=1[CH:7]=[CH:8][NH:9]2.[H-].[Na+].[C:16]1([S:22](Cl)(=[O:24])=[O:23])[CH:21]=[CH:20][CH:19]=[CH:18][CH:17]=1.C([O-])(O)=O.[Na+]>O1CCCC1.CCOC(C)=O>[Cl:1][CH2:2][CH2:3][O:4][C:5]1[CH:13]=[CH:12][CH:11]=[C:10]2[C:6]=1[CH:7]=[CH:8][N:9]2[S:22]([C:16]1[CH:21]=[CH:20][CH:19]=[CH:18][CH:17]=1)(=[O:24])=[O:23] |f:1.2,4.5|. Procedure: A stirred solution of 4-(2-chloroethoxy)-1H-indole (3.4 g, 17.4 mmol) in tetrahydrofuran is treated with sodium hydride (60% in mineral oil, 1.04 g, 26.1 mmol) under nitrogen at room temperature, stirred for 30 minutes, treated with benzenesulfonyl chloride (3.4 mL, 26.1 mmol) stirred at room temperature overnight and treated with saturated NaHCO3 and EtOAc. The resultant phases are separated. The aqueous phase is extracted with EtOAc and the combined organic phase is washed sequentially with H2... Reactants: O1CCC(=CC1)C=1C(=NC=CN1)OC1=CC=C(N)C=C1 (4-(3-(3,6-dihydro-2H-pyran-4-yl)pyrazin-2-yloxy)aniline), CC=1C=C2C(=CC1C)N(C3=NC(=O)NC(=O)C3=N2)C[C@@H]([C@@H]([C@@H](CO)O)O)O (E101). Reagents/catalysts: [OH-].[Pd+2].[OH-] (palladium hydroxide), [Pd] (Pd). Solvent: C(C)O (ethanol). Product: O1CCC(CC1)C=1C(=NC=CN1)OC1=CC=C(N)C=C1 (4-(3-(tetrahydro-2H-pyran-4-yl)pyrazin-2-yloxy)aniline). Isolated yield 59.7%. As a reaction SMILES: [O:1]1[CH2:6][CH:5]=[C:4]([C:7]2[C:8]([O:13][C:14]3[CH:20]=[CH:19][C:17]([NH2:18])=[CH:16][CH:15]=3)=[N:9][CH:10]=[CH:11][N:12]=2)[CH2:3][CH2:2]1.CC1C=C2N=C3C(=NC(NC3=O)=O)N(C[C@H](O)[C@H](O)[C@H](O)CO)C2=CC=1C>C(O)C.[OH-].[Pd+2].[OH-].[Pd]>[O:1]1[CH2:2][CH2:3][CH:4]([C:7]2[C:8]([O:13][C:14]3[CH:20]=[CH:19][C:17]([NH2:18])=[CH:16][CH:15]=3)=[N:9][CH:10]=[CH:11][N:12]=2)[CH2:5][CH2:6]1 |f:3.4.5|. Procedure details: A solution of 4-(3-(3,6-dihydro-2H-pyran-4-yl)pyrazin-2-yloxy)aniline (1.09 g, 4.0 mmol) in ethanol (40 mL) was added palladium hydroxide, 20 wt. % Pd (dry basis) on carbon, wet, Degussa type E101 NEW (0.284 g, 0.405 mmol) and hydrogenated (double-walled balloon pressure) at room temperature for 4 h. The reaction mixture was filtered via a pad of Celite, and the filtrate was concentrated in vacuo and chromatographed via flash column chromatography (20% to 80% EtOAc/Hexanes) to give 4-(3-(tetrahy... Reactants: solution, C[O-].[Na+] (sodium methoxide), FC1=NC=C(C(=C1C)I)C (2-fluoro-4-iodo-3,5-dimethylpyridine). The solvent is CO (methanol), C1CCOC1 (THF). Run at time 2 hour. Product: IC1=C(C(=NC=C1C)OC)C (4-iodo-2-methoxy-3,5-dimethylpyridine). RXN SMILES: [CH3:1][O-:2].[Na+].F[C:5]1[C:10]([CH3:11])=[C:9]([I:12])[C:8]([CH3:13])=[CH:7][N:6]=1>CO.C1COCC1>[I:12][C:9]1[C:8]([CH3:13])=[CH:7][N:6]=[C:5]([O:2][CH3:1])[C:10]=1[CH3:11] |f:0.1|. Procedure: A 28% solution of sodium methoxide in methanol (185 mL) was added to 2-fluoro-4-iodo-3,5-dimethylpyridine (97.4 g) in THF (954 mL) at 20° C. The mixture was stirred at 55° C. to 65° C. for two hours. The reaction mixture was cooled and then partitioned by adding MTBE (1 L) and water (1 L). The organic layer was washed with brine. The combined aqueous layers were extracted with MTBE (500 mL×2). The combined organic layers were dried over anhydrous magnesium sulfate. The desiccant was removed by f... The reactants are FC1=C(C(=CC=C1)OC)O (2-fluoro-6-methoxyphenol), C(C)(C)(C)OC(=O)N1CCN(CC1)C=1C(=NC=CN1)OCCO (2-[3-(4-tert-butoxycarbonyl-1-piperazinyl)-2-pyrazinyloxy]ethanol). Product: N1(CCNCC1)C=1C(=NC=CN1)OCCOC1=C(C=CC=C1OC)F (2-(2-Fluoro-6-methoxyphenoxy)ethyl 3-(1-piperazinyl)-2-pyrazinyl ether), yellow oil. The yield is 66.0%. RXN SMILES: [F:1][C:2]1[CH:7]=[CH:6][CH:5]=[C:4]([O:8][CH3:9])[C:3]=1[OH:10].C(OC([N:18]1[CH2:23][CH2:22][N:21]([C:24]2[C:25]([O:30][CH2:31][CH2:32]O)=[N:26][CH:27]=[CH:28][N:29]=2)[CH2:20][CH2:19]1)=O)(C)(C)C>>[N:21]1([C:24]2[C:25]([O:30][CH2:31][CH2:32][O:10][C:3]3[C:4]([O:8][CH3:9])=[CH:5][CH:6]=[CH:7][C:2]=3[F:1])=[N:26][CH:27]=[CH:28][N:29]=2)[CH2:22][CH2:23][NH:18][CH2:19][CH2:20]1. Procedure details: The title compound was prepared starting from 2-fluoro-6-methoxyphenol (178 mg, 1.25 mmol) and 2-[3-(4-tert-butoxycarbonyl-1-piperazinyl)-2-pyrazinyloxy]ethanol (1.17 mmol, prepared in Example 52, Step 2) to give 230 mg (66%) of a yellow oil. HRMS m/z calcd for C17H21FN4O3 (M)+ 348.1598, found 348.1602. Starting materials: Brc1ccc(Br)nc1, CCOC(=O)CCCCCCC(=O)c1ccc(Br)cc1, COc1ccc(B(O)O)cc1OC. Yields the product COc1ccc(-c2ccc(Br)cn2)cc1OC. RXN SMILES: [Br:1][c:2]1[n:3][cH:4][c:5]([Br:8])[cH:6][cH:7]1.[Br:9][c:10]1[cH:11][cH:12][c:13]([C:14]([CH2:15][CH2:16][CH2:17][CH2:18][CH2:19][CH2:20][C:21]([O:22][CH2:23][CH3:24])=[O:25])=[O:26])[cH:27][cH:28]1.[CH3:29][O:30][c:31]1[cH:32][c:33]([B:39]([OH:40])[OH:41])[cH:34][cH:35][c:36]1[O:37][CH3:38]>>[c:2]1(-[c:33]2[cH:32][c:31]([O:30][CH3:29])[c:36]([O:37][CH3:38])[cH:35][cH:34]2)[n:3][cH:4][c:5]([Br:8])[cH:6][cH:7]1. Reactants: N=C1C(C(=C(C=C1)SCCC)CC=1OC=CC1)NC(=S)NC(=O)OC (1-imino-(2-furylmethyl)-2-(3-carbomethoxythioureido)-4-propylthiobenzene), CC(=O)C (acetone), CI (methyl iodide), [OH-].[Na+] (sodium hydroxide). Solvent: O (water). Run at time 30 minute. Yields the product N=C1C(C(=C(C=C1)SCCC)CC1=COC=C1)NC(SC)=NC(=O)OC (1-imino-(3-furylmethyl)-2-(3-carbomethoxy-S-methylisothioureido)-4-propylthiobenzene). Isolated yield 67.7%. RXN SMILES: [NH:1]=[C:2]1[CH:7]=[CH:6][C:5]([S:8][CH2:9][CH2:10][CH3:11])=[C:4]([CH2:12][C:13]2OC=[CH:16][CH:17]=2)[CH:3]1[NH:18][C:19]([NH:21][C:22]([O:24][CH3:25])=[O:23])=[S:20].[OH-].[Na+].[CH3:28]I.C[C:31](C)=[O:32]>O>[NH:1]=[C:2]1[CH:7]=[CH:6][C:5]([S:8][CH2:9][CH2:10][CH3:11])=[C:4]([CH2:12][C:13]2[CH:17]=[CH:16][O:32][CH:31]=2)[CH:3]1[NH:18][C:19](=[N:21][C:22]([O:24][CH3:25])=[O:23])[S:20][CH3:28] |f:1.2|. Procedure details: To a suspension of 1-imino-(2-furylmethyl)-2-(3-carbomethoxythioureido)-4-propylthiobenzene (3.77 g; 0.01 mole) in acetone (45 ml) and water (15 ml) there is added 50% aqueous sodium hydroxide (0.79 g; 0.01 mole). Within 15 min. after addition a solution forms and is stirred at room temperature for 30 min. To the solution there is added methyl iodide (1.42 g; 0.01 mole). The mixture is stirred at room temperature for 13/4 hrs. and the suspension that forms is vacuum filtered. The filter cake is ... Starting materials: N1=CC=CC=C1 (pyridine), FC1=NC(=NC(=N1)F)F (2,4,6-trifluoro-1,3,5-triazine), C(=O)N(OCC1=CC=CC=C1)C[C@H](C(=O)O)CCCCC ((2R)-2-({formyl[(phenylmethyl)oxy]amino}methyl)heptanoic acid), C(C1=CC=CC=C1)OC(=O)NC[C@H](C(=O)O)CCCCC ((2R)-[(benzyloxyformylamino)methyl]heptanoic acid). The solvent is ClCCl (dichloromethane), C(Cl)Cl (DCM). Conditions: time 2 hour. Product: C(=O)N(OCC1=CC=CC=C1)C[C@H](C(=O)F)CCCCC ((2R)-2-({formyl[(phenylmethyl)oxy]amino}methyl)heptanoyl fluoride). Yield: 42.0%. As a reaction SMILES: [CH:1]([N:3]([CH2:12][C@@H:13]([CH2:17][CH2:18][CH2:19][CH2:20][CH3:21])[C:14](O)=[O:15])[O:4][CH2:5][C:6]1[CH:11]=[CH:10][CH:9]=[CH:8][CH:7]=1)=[O:2].C(OC(NC[C@@H](CCCCC)C(O)=O)=O)C1C=CC=CC=1.N1C=CC=CC=1.[F:49]C1N=C(F)N=C(F)N=1>ClCCl>[CH:1]([N:3]([CH2:12][C@@H:13]([CH2:17][CH2:18][CH2:19][CH2:20][CH3:21])[C:14]([F:49])=[O:15])[O:4][CH2:5][C:6]1[CH:11]=[CH:10][CH:9]=[CH:8][CH:7]=1)=[O:2]. Reported procedure: To a 250 mL round-bottomed flask was added (2R)-2-({formyl[(phenylmethyl)oxy]amino}methyl)heptanoic acid (WO 2003101442, also named (2R)-[(benzyloxyformylamino)methyl]heptanoic acid) (4.40 g, 15 mmol) in dichloromethane (60 mL), followed by pyridine (1.453 mL, 18.00 mmol) and 2,4,6-trifluoro-1,3,5-triazine (cyanuric fluoride) (2.168 g, 16.05 mmol). The reaction mixture was stirred at room temperature for 2 h, then was diluted with DCM, and washed with 5% Citric acid (150 mL) and sat. NaHCO3 (150...